Dataset: the Open Reaction Database (ORD), a public repository of structured organic reaction records. Task: describe an organic reaction: reactants, conditions, products, and yield Starting materials: COC1=CC=CC=2C=C(OC21)C(=O)O (7-methoxybenzofuran-2-carboxylicacid), Cl (hydrochloric acid). The reagents and catalysts are [Cu] (copper). Run in N1=CC=CC2=CC=CC=C12 (quinoline). The product is COC1=CC=CC=2C=COC21 (7-methoxybenzofuran). Isolated yield 96.2%. Reaction SMILES: [CH3:1][O:2][C:3]1[C:11]2[O:10][C:9](C(O)=O)=[CH:8][C:7]=2[CH:6]=[CH:5][CH:4]=1.Cl>N1C2C(=CC=CC=2)C=CC=1.[Cu]>[CH3:1][O:2][C:3]1[C:11]2[O:10][CH:9]=[CH:8][C:7]=2[CH:6]=[CH:5][CH:4]=1. Reported procedure: A suspension of 7-methoxybenzofuran-2-carboxylicacid (11.04 g) and copper powder (1.83 g) in quinoline (200 ml) was refluxed under nitrogen atmosphere for 2 hours and cooled, and to the suspension was added 2N hydrochloric acid. The mixture was extracted with ethyl acetate, and the organic layer was washed with 2N hydrochloric acid (8 times), water and saturated brine, and dried with magnesium sulfate. Under reduced pressure, the solvent was evaporated, and the residue was purified with silica g... Reactants: CC(C)=O, OCc1ccc(Oc2ccccc2)cn1. The product is O=Cc1ccc(Oc2ccccc2)cn1. Reaction SMILES: [CH3:16][C:17](=[O:18])[CH3:19].[O:1]([c:2]1[cH:3][cH:4][cH:5][cH:6][cH:7]1)[c:8]1[cH:9][cH:10][c:11]([CH2:14][OH:15])[n:12][cH:13]1>>[O:1]([c:2]1[cH:3][cH:4][cH:5][cH:6][cH:7]1)[c:8]1[cH:9][cH:10][c:11]([CH:14]=[O:15])[n:12][cH:13]1. Starting materials: NS(=O)(=O)C=CC=1C=C2C(=CNC2=CC1)C[C@@H]1N(CCC1)C ((R)-5-(2-Aminosulphonylethenyl)-3-(N-methylpyrrolidin-2-ylmethyl)-1H-indole), Cl (hydrogen chloride). The reagents and catalysts are [Pd] (palladium-on-carbon). The solvent is C(C)O (ethanol). The product is NS(=O)(=O)CCC=1C=C2C(=CNC2=CC1)C[C@@H]1N(CCC1)C ((R)-5-(2-aminosulphonylethyl)-3-(N-methylpyrrolidin-2-ylmethyl)-1H-indole). Yield: 49.8%. RXN SMILES: [NH2:1][S:2]([CH:5]=[CH:6][C:7]1[CH:8]=[C:9]2[C:13](=[CH:14][CH:15]=1)[NH:12][CH:11]=[C:10]2[CH2:16][C@H:17]1[CH2:21][CH2:20][CH2:19][N:18]1[CH3:22])(=[O:4])=[O:3].Cl>C(O)C.[Pd]>[NH2:1][S:2]([CH2:5][CH2:6][C:7]1[CH:8]=[C:9]2[C:13](=[CH:14][CH:15]=1)[NH:12][CH:11]=[C:10]2[CH2:16][C@H:17]1[CH2:21][CH2:20][CH2:19][N:18]1[CH3:22])(=[O:3])=[O:4]. Procedure details: (R)-5-(2-Aminosulphonylethenyl)-3-(N-methylpyrrolidin-2-ylmethyl)-1H-indole (157 mg, 0.5 mmol) was dissolved in absolute ethanol (10 mL) and added to a solution of ethanolic hydrogen chloride (25 ml) (prepared from acetyl chloride (38 μL, 0.53 mmol) and absolute ethanol (25 mL)). 10% palladium-on-carbon (125 mg) was added. This solution was hydrogenated under a hydrogen atmosphere (15 p.s.i.) at room temperature for 18 hours. The resultant reaction mixture was filtered through diatomaceous earth... Reactants: C(C)N1N=CC=2C1=NC1=CC=CC=C1C2Cl (1-ethyl-4-chloro-1H-pyrazolo[3,4-b]quinoline), C(C1=CC=CC=C1)N (benzylamine), ice water. Solvent: CS(=O)C (DMSO). Conditions: temperature 80 celsius. Yields the product C(C)N1N=CC=2C1=NC1=CC=CC=C1C2NCC2=CC=CC=C2 (1-ethyl-N-(phenyl methyl)-1H-pyrazolo[3,4-b]quinolin-4-amine). Yield: 91.6%. As a reaction SMILES: [CH2:1]([N:3]1[C:7]2=[N:8][C:9]3[C:14]([C:15](Cl)=[C:6]2[CH:5]=[N:4]1)=[CH:13][CH:12]=[CH:11][CH:10]=3)[CH3:2].[CH2:17]([NH2:24])[C:18]1[CH:23]=[CH:22][CH:21]=[CH:20][CH:19]=1>CS(C)=O>[CH2:1]([N:3]1[C:7]2=[N:8][C:9]3[C:14]([C:15]([NH:24][CH2:17][C:18]4[CH:23]=[CH:22][CH:21]=[CH:20][CH:19]=4)=[C:6]2[CH:5]=[N:4]1)=[CH:13][CH:12]=[CH:11][CH:10]=3)[CH3:2]. Procedure: A mixture of 1-ethyl-4-chloro-1H-pyrazolo[3,4-b]quinoline (15.0 g, 0.065 mol), benzylamine (15.6 mL, 0.14 mol) and DMSO (100 mL) was heated at 80° C. overnight. The reaction mixture was poured into ice/water and the gummy solid which formed was collected by filtration. The solid was dissolved in ethyl acetate, dried over MgSO4, filtered and concentrated. The residual oil was crystallized from ethyl acetate to afford 18 g (92%) of 1-ethyl-N-(phenyl methyl)-1H-pyrazolo[3,4-b]quinolin-4-amine, m.p.... Reactants: CC=1N=C2N(C(C1CC)=O)C(=CC=C2)C (2,6-dimethyl-3-ethyl-4-oxo-4H-pyrido(1,2-a)pyrimidine), sodium tetrahydroborate(III), CC(=O)C (acetone), CI (methyl iodide), Cl (hydrochloric acid). The solvent is O (water), C(C)O (ethanol). Run at time 24 hour. The product is Cl.CN1C2N(C(C(C1C)CC)=O)C(CCC2)C (1,2,6-trimethyl-3-ethyl-1,2,3,6,7,8,9,9a-octahydro-4-oxo-4H-pyrido(1,2-a)pyrimidine hydrochloride). Yield: 41.0%. RXN SMILES: [CH3:1][C:2]1[N:3]=[C:4]2[CH:14]=[CH:13][CH:12]=[C:11]([CH3:15])[N:5]2[C:6](=[O:10])[C:7]=1[CH2:8][CH3:9].[CH3:16]C(C)=O.CI.[ClH:22]>C(O)C.O>[ClH:22].[CH3:16][N:3]1[CH:2]([CH3:1])[CH:7]([CH2:8][CH3:9])[C:6](=[O:10])[N:5]2[CH:11]([CH3:15])[CH2:12][CH2:13][CH2:14][CH:4]12 |f:6.7|. Procedure details: 0.01 moles of 2,6-dimethyl-3-ethyl-4-oxo-4H-pyrido(1,2-a)pyrimidine are dissolved in 20 ml. of acetone, 0.03 moles of methyl iodide are added and the mixture is kept in a bomb tube at 150° C. for 24 hours. The solution is evaporated to dryness, the residue is dissolved in 15 ml. of methanol and a solution of 0.05 moles of sodium tetrahydroborate(III) in 10 ml. of water is added. After 4 hours the methanol is distilled off and the aqueous phase is extracted with three 20-ml. portions of chlorofor... The reactants are C1(=CC=CC=C1)C (toluene), [N+](=O)([O-])C=C1COCCOC1 (6-nitromethylene-[1,4]dioxepane), C1(=CC=CC=C1)P(C1=C(C2=CC=CC=C2C=C1)C1=C(C=CC2=CC=CC=C12)P(C1=CC=CC=C1)C1=CC=CC=C1)C1=CC=CC=C1 (2,2′-Bis(diphenylphosphino)-1,1′-binaphthalene), C(=C)[B-](F)(F)F.[K+] (potassium vinyltrifluoroborate). Reagents/catalysts: [B-](F)(F)(F)F.C1/C=C\CC/C=C\C1.C1/C=C\CC/C=C\C1.[Rh] (Bis(1,5-cyclooctadiene)rhodium(I) tetrafluoroborate). Run in O (water). Product: [N+](=O)([O-])CC1(COCCOC1)C=C (6-Nitromethyl-6-vinyl-[1,4]dioxepane). The yield is 26.0%. RXN SMILES: [C:1]1(C)C=CC=C[CH:2]=1.[N+:8]([CH:11]=[C:12]1[CH2:18][O:17][CH2:16][CH2:15][O:14][CH2:13]1)([O-:10])=[O:9].C1(P(C2C=CC=CC=2)C2C=CC3C(=CC=CC=3)C=2C2C3C(=CC=CC=3)C=CC=2P(C2C=CC=CC=2)C2C=CC=CC=2)C=CC=CC=1.C([B-](F)(F)F)=C.[K+]>[B-](F)(F)(F)F.C1CC=CCCC=C1.C1CC=CCCC=C1.[Rh].O>[N+:8]([CH2:11][C:12]1([CH:1]=[CH2:2])[CH2:13][O:14][CH2:15][CH2:16][O:17][CH2:18]1)([O-:10])=[O:9] |f:3.4,5.6.7.8|. Reported procedure: A mixture of toluene (13 mL) and water (3.25 mL) was deoxygenated by bubbling nitrogen through for 20 minutes. It was then added to 6-nitromethylene-[1,4]dioxepane (512 mg, 3.22 mmol). 2,2′-Bis(diphenylphosphino)-1,1′-binaphthalene (218 mg, 0.35 mmol) and potassium vinyltrifluoroborate (1.73 g, 12.9 mmol) were added and the mixture was deoxygenated by bubbling nitrogen through for 5 minutes. Bis(1,5-cyclooctadiene)rhodium(I) tetrafluoroborate (131 mg, 0.32 mmol) was added and the reaction mixtur... Reactants: CC(=O)O, CCN=C=O, CN1CCN(CCCNc2ncc3cc(-c4c(Cl)cccc4Cl)c(N)nc3n2)CC1. The product is CCNC(=O)Nc1nc2nc(NCCCN3CCN(C)CC3)ncc2cc1-c1c(Cl)cccc1Cl. As a reaction SMILES: [C:36]([OH:37])(=[O:38])[CH3:39].[CH2:31]([CH3:32])[N:33]=[C:34]=[O:35].[Cl:1][c:2]1[c:3](-[c:9]2[cH:10][c:11]3[c:12]([n:13][c:14]([NH:17][CH2:18][CH2:19][CH2:20][N:21]4[CH2:22][CH2:23][N:24]([CH3:27])[CH2:25][CH2:26]4)[n:15][cH:16]3)[n:28][c:29]2[NH2:30])[c:4]([Cl:8])[cH:5][cH:6][cH:7]1>>[Cl:1][c:2]1[c:3](-[c:9]2[cH:10][c:11]3[c:12]([n:13][c:14]([NH:17][CH2:18][CH2:19][CH2:20][N:21]4[CH2:22][CH2:23][N:24]([CH3:27])[CH2:25][CH2:26]4)[n:15][cH:16]3)[n:28][c:29]2[NH:30][C:34]([NH:33][CH2:31][CH3:32])=[O:35])[c:4]([Cl:8])[cH:5][cH:6][cH:7]1. Starting materials: CCN(CC)CC#CCNC(=O)C(O)(c1ccccc1)C1CCCCC1, ClC(Cl)Cl. Product: CCN(CC)CC#CCNC(=O)C(O)(c1ccccc1)C1CCCCC1, Cl. RXN SMILES: [CH2:1]([CH3:2])[N:3]([CH2:4][C:5]#[C:6][CH2:7][NH:8][C:9]([C:10]([c:11]1[cH:12][cH:13][cH:14][cH:15][cH:16]1)([OH:17])[CH:18]1[CH2:19][CH2:20][CH2:21][CH2:22][CH2:23]1)=[O:24])[CH2:25][CH3:26].[CH:27]([Cl:28])([Cl:29])[Cl:30]>>[CH2:1]([CH3:2])[N:3]([CH2:4][C:5]#[C:6][CH2:7][NH:8][C:9]([C:10]([c:11]1[cH:12][cH:13][cH:14][cH:15][cH:16]1)([OH:17])[CH:18]1[CH2:19][CH2:20][CH2:21][CH2:22][CH2:23]1)=[O:24])[CH2:25][CH3:26].[ClH:28].